Dataset: the Open Reaction Database (ORD), a public repository of structured organic reaction records. Task: describe an organic reaction: reactants, conditions, products, and yield The product is CC(C)(C)OC(=O)Cn1cc(C(=O)NCc2ccc(Cl)cc2)c(=O)c2cc(C#CCO)ccc21. Reactants: CCNCC, C#CCO, CC(C)(C)OC(=O)Cn1cc(C(=O)NCc2ccc(Cl)cc2)c(=O)c2cc(I)ccc21, [Cu]I, CN(C)C=O, Cl[Pd]Cl, c1ccc(P(c2ccccc2)c2ccccc2)cc1, c1ccc(P(c2ccccc2)c2ccccc2)cc1. As a reaction SMILES: [CH2:32]([NH:33][CH2:34][CH3:35])[CH3:36].[CH2:37]([C:38]#[CH:39])[OH:40].[Cl:1][c:2]1[cH:3][cH:4][c:5]([CH2:6][NH:7][C:8](=[O:9])[c:10]2[cH:11][n:12]([CH2:22][C:23](=[O:24])[O:25][C:26]([CH3:27])([CH3:28])[CH3:29])[c:13]3[cH:14][cH:15][c:16]([I:21])[cH:17][c:18]3[c:19]2=[O:20])[cH:30][cH:31]1.[Cu:46][I:47].[O:41]=[CH:42][N:43]([CH3:44])[CH3:45].[Pd:48]([Cl:49])[Cl:50].[c:51]1([P:52]([c:53]2[cH:54][cH:55][cH:56][cH:57][cH:58]2)[c:59]2[cH:60][cH:61][cH:62][cH:63][cH:64]2)[cH:65][cH:66][cH:67][cH:68][cH:69]1.[c:70]1([P:71]([c:72]2[cH:73][cH:74][cH:75][cH:76][cH:77]2)[c:78]2[cH:79][cH:80][cH:81][cH:82][cH:83]2)[cH:84][cH:85][cH:86][cH:87][cH:88]1>>[Cl:1][c:2]1[cH:3][cH:4][c:5]([CH2:6][NH:7][C:8](=[O:9])[c:10]2[cH:11][n:12]([CH2:22][C:23](=[O:24])[O:25][C:26]([CH3:27])([CH3:28])[CH3:29])[c:13]3[cH:14][cH:15][c:16]([C:39]#[C:38][CH2:37][OH:40])[cH:17][c:18]3[c:19]2=[O:20])[cH:30][cH:31]1. As a reaction SMILES: [C:1]([O-:4])(=[O:3])[CH3:2].[Na+].[Cl:6][C:7]1[CH:12]=[C:11]([Cl:13])[CH:10]=[CH:9][C:8]=1[CH:14](O)[CH2:15][N:16]1[CH:20]=[N:19][CH:18]=[N:17]1.O>C(OC(=O)C)(=O)C>[C:1]([O:4][CH:14]([C:8]1[CH:9]=[CH:10][C:11]([Cl:13])=[CH:12][C:7]=1[Cl:6])[CH2:15][N:16]1[CH:20]=[N:19][CH:18]=[N:17]1)(=[O:3])[CH3:2] |f:0.1|. Yields the product C(C)(=O)OC(CN1N=CN=C1)C1=C(C=C(C=C1)Cl)Cl (1-acetoxy-1-(2,4-dichlorophenyl)-2-(1,2,4-triazol-1-yl)-ethane). Reaction conditions: time 10 hour. Procedure details: A pinch of sodium acetate was added to 25.8 g (0.1 mol) of 1-(2,4-dichlorophenyl)-1-hydroxy-2-(1,2,4-triazol-1-yl)-ethane in 100 ml of acetic anhydride and the mixture was then kept for 10 hours at a temperature of 100° C. Thereafter the solution was cooled and stirred into 1,000 ml of water. A smeary, crystalline mass precipitated, which was taken up in chloroform. The chloroform solution was washed with sodium bicarbonate and water, dried over sodium sulphate and concentrated by distilling off... The solvent is C(C)(=O)OC(C)=O (acetic anhydride). Yield: 43.0%. Starting materials: C(C)(=O)[O-].[Na+] (sodium acetate), ClC1=C(C=CC(=C1)Cl)C(CN1N=CN=C1)O (1-(2,4-dichlorophenyl)-1-hydroxy-2-(1,2,4-triazol-1-yl)-ethane), O (water). The reactants are CC1CN(C(=O)c2ccccc2)CCN1c1nnc(Cl)c2cccnc12, [Na+], [Na+], O=C([O-])[O-], OCc1ccc(B(O)O)cc1, c1ccc(P(c2ccccc2)(c2ccccc2)[Pd](P(c2ccccc2)(c2ccccc2)c2ccccc2)(P(c2ccccc2)(c2ccccc2)c2ccccc2)P(c2ccccc2)(c2ccccc2)c2ccccc2)cc1. Product: CC1CN(C(=O)c2ccccc2)CCN1c1nnc(-c2ccc(CO)cc2)c2cccnc12. Reaction SMILES: [Cl:1][c:2]1[c:3]2[c:4]([c:5]([N:8]3[CH:9]([CH3:22])[CH2:10][N:11]([C:14](=[O:15])[c:16]4[cH:17][cH:18][cH:19][cH:20][cH:21]4)[CH2:12][CH2:13]3)[n:6][n:7]1)[n:23][cH:24][cH:25][cH:26]2.[Na+:38].[Na+:39].[O-:40][C:41](=[O:42])[O-:43].[OH:27][CH2:28][c:29]1[cH:30][cH:31][c:32]([B:35]([OH:36])[OH:37])[cH:33][cH:34]1.[cH:44]1[cH:45][cH:46][c:47]([P:48]([Pd:49]([P:50]([c:51]2[cH:52][cH:53][cH:54][cH:55][cH:56]2)([c:57]2[cH:58][cH:59][cH:60][cH:61][cH:62]2)[c:63]2[cH:64][cH:65][cH:66][cH:67][cH:68]2)([P:69]([c:70]2[cH:71][cH:72][cH:73][cH:74][cH:75]2)([c:76]2[cH:77][cH:78][cH:79][cH:80][cH:81]2)[c:82]2[cH:83][cH:84][cH:85][cH:86][cH:87]2)[P:88]([c:89]2[cH:90][cH:91][cH:92][cH:93][cH:94]2)([c:95]2[cH:96][cH:97][cH:98][cH:99][cH:100]2)[c:101]2[cH:102][cH:103][cH:104][cH:105][cH:106]2)([c:107]2[cH:108][cH:109][cH:110][cH:111][cH:112]2)[c:113]2[cH:114][cH:115][cH:116][cH:117][cH:118]2)[cH:119][cH:120]1>>[c:2]1(-[c:32]2[cH:31][cH:30][c:29]([CH2:28][OH:27])[cH:34][cH:33]2)[c:3]2[c:4]([c:5]([N:8]3[CH:9]([CH3:22])[CH2:10][N:11]([C:14](=[O:15])[c:16]4[cH:17][cH:18][cH:19][cH:20][cH:21]4)[CH2:12][CH2:13]3)[n:6][n:7]1)[n:23][cH:24][cH:25][cH:26]2. The reactants are ClC1=CC=C(C=C1)C1=NOC2=C1CCC(CC2)(C(=O)OC)C (methyl 3-(4-chlorophenyl)-5,6,7,8-tetrahydro-6-methyl-4H-cyclohept[d]isoxazole-6-carboxylate), [OH-].[K+] (potassium hydroxide). The solvent is CO (methanol), O (water). Conditions: temperature 20 celsius, time 48 hour. Product: ClC1=CC=C(C=C1)C1=NOC2=C1CCC(CC2)(C(=O)O)C (3-(4-chlorophenyl)-5,6,7,8-tetrahydro-6-methyl-4H-cyclohept[d]isoxazole-6-carboxylic acid). The yield is 62.3%. RXN SMILES: [Cl:1][C:2]1[CH:7]=[CH:6][C:5]([C:8]2[C:12]3[CH2:13][CH2:14][C:15]([CH3:22])([C:18]([O:20]C)=[O:19])[CH2:16][CH2:17][C:11]=3[O:10][N:9]=2)=[CH:4][CH:3]=1.[OH-].[K+]>CO.O>[Cl:1][C:2]1[CH:3]=[CH:4][C:5]([C:8]2[C:12]3[CH2:13][CH2:14][C:15]([CH3:22])([C:18]([OH:20])=[O:19])[CH2:16][CH2:17][C:11]=3[O:10][N:9]=2)=[CH:6][CH:7]=1 |f:1.2|. Reported procedure: 1 g (3.12 mmol) of methyl 3-(4-chlorophenyl)-5,6,7,8-tetrahydro-6-methyl-4H-cyclohept[d]isoxazole-6-carboxylate was dissolved in 60 ml of methanol and a solution of 0.8 g of potassium hydroxide in 4 ml of water was added. The mixture was stirred at 20° C. for 48 hours and then at 50° C. for 6 hours. The methanol was removed by evaporation. Water was added and the mixture was acidified with 2N hydrochloric acid. The mixture was extracted three times with diethyl ether and the extracts were washed... Starting materials: ClC1=C(C=CC=C1)[C@H]1[C@@H](C1)C(C)=O (trans 1-[2-(2-chloro-phenyl)-cyclopropyl]-ethanone), N1=CC=CC=C1 (pyridine), Cl.CON (methoxyamine hydrochloride). Run in CO (methanol), O (water). Conditions: time 16 hour. Product: CON=C(C)[C@H]1[C@@H](C1)C1=C(C=CC=C1)Cl (trans 1-[2-(2-chloro-phenyl)-cyclopropyl]-ethanone O-methyl-oxime). The yield is 96.4%. As a reaction SMILES: [Cl:1][C:2]1[CH:7]=[CH:6][CH:5]=[CH:4][C:3]=1[C@@H:8]1[CH2:10][C@H:9]1[C:11](=O)[CH3:12].N1C=CC=CC=1.Cl.[CH3:21][O:22][NH2:23]>CO.O>[CH3:21][O:22][N:23]=[C:11]([C@@H:9]1[CH2:10][C@H:8]1[C:3]1[CH:4]=[CH:5][CH:6]=[CH:7][C:2]=1[Cl:1])[CH3:12] |f:2.3|. Procedure details: To a stirred solution of trans 1-[2-(2-chloro-phenyl)-cyclopropyl]-ethanone (1.0 g; 5.1 mmol) in methanol (10 ml) at ambient temperature was added pyridine (0.85 ml; 10 mmol) and methoxyamine hydrochloride (0.86 g; 10 mmol). The reaction mixture was stirred for 16 hours at ambient temperature then poured in water (50 mL) and extracted with dichloromethane (3×30 ml). Combined organic layers were dried over anhydrous sodium sulphate. The solvent was removed in vacuo to afford 1.1 g (98% of theory)...